Dataset: the Open Reaction Database (ORD), a public repository of structured organic reaction records. Task: describe an organic reaction: reactants, conditions, products, and yield Reactants: FC1=CC=C(C=C1)C(=CCCCC(=O)O)C1=CC=C(C=C1)F (6,6-bis-(4-fluoro-phenyl)-hex-5-enoic acid), C1=CN(C=N1)C(=O)N2C=CN=C2 (CDI), N1(CCNCC1)C(=O)C1=CC(=C(C(=C1)OC)OC)OC (piperazin-1-yl-(3,4,5,-trimethoxy-phenyl)-methanone). Solvent: C1CCOC1 (THF), C1CCOC1 (THF), CCOC(=O)C (EtOAc). Run at time 8 hour. Yields the product FC1=CC=C(C=C1)C(=CCCCC(=O)N1CCN(CC1)C(C1=CC(=C(C(=C1)OC)OC)OC)=O)C1=CC=C(C=C1)F (6,6-bis-(4-fluoro-phenyl)-1-[4-(3,4,5,-trimethoxy-benzoyl)-piperazin-1-yl]-hex-5-en-1-one). Isolated yield 49.0%. RXN SMILES: [F:1][C:2]1[CH:7]=[CH:6][C:5]([C:8]([C:16]2[CH:21]=[CH:20][C:19]([F:22])=[CH:18][CH:17]=2)=[CH:9][CH2:10][CH2:11][CH2:12][C:13]([OH:15])=O)=[CH:4][CH:3]=1.C1N=CN(C(N2C=NC=C2)=O)C=1.[N:35]1([C:41]([C:43]2[CH:48]=[C:47]([O:49][CH3:50])[C:46]([O:51][CH3:52])=[C:45]([O:53][CH3:54])[CH:44]=2)=[O:42])[CH2:40][CH2:39][NH:38][CH2:37][CH2:36]1>C1COCC1.CCOC(C)=O>[F:1][C:2]1[CH:7]=[CH:6][C:5]([C:8]([C:16]2[CH:17]=[CH:18][C:19]([F:22])=[CH:20][CH:21]=2)=[CH:9][CH2:10][CH2:11][CH2:12][C:13]([N:38]2[CH2:39][CH2:40][N:35]([C:41](=[O:42])[C:43]3[CH:48]=[C:47]([O:49][CH3:50])[C:46]([O:51][CH3:52])=[C:45]([O:53][CH3:54])[CH:44]=3)[CH2:36][CH2:37]2)=[O:15])=[CH:4][CH:3]=1. Reported procedure: A solution of 6,6-bis-(4-fluoro-phenyl)-hex-5-enoic acid (2.64 g, 8.75 mmol) and CDI (1.42 g, 8.75 mmol) in dry THF (30 ml) was stirred for 1 hr at room temperature under nitrogen. A solution of piperazin-1-yl-(3,4,5,-trimethoxy-phenyl)-methanone (2.45 g, 8.75 mmol) in dry THF (30 ml) was added to above solution and resulting mixture stirred at room temperature overnight. The mixture is diluted with EtOAc (30 ml) and washed with water (2×30 ml) and dried over MgSO4. Evaporation of solvent follow... Reactants: FC1=CC(=C(C(=O)OC)C=C1)O (Methyl 4-fluoro-2-hydroxybenzoate), C(CC1=CC=CC=C1)O (phenethyl alcohol), C1(=CC=CC=C1)P(C1=CC=CC=C1)C1=CC=CC=C1 (triphenylphosphine), CC(C)OC(=O)/N=N/C(=O)OC(C)C (diisopropylazodicarboxylate). Solvent: O1CCCC1 (tetrahydrofuran). Reaction conditions: time 24 hour. Yields the product FC1=CC(=C(C(=O)OC)C=C1)OCCC1=CC=CC=C1 (methyl 4-fluoro-2-phenethoxybenzoate). RXN SMILES: [F:1][C:2]1[CH:11]=[CH:10][C:5]([C:6]([O:8][CH3:9])=[O:7])=[C:4]([OH:12])[CH:3]=1.[CH2:13](O)[CH2:14][C:15]1[CH:20]=[CH:19][CH:18]=[CH:17][CH:16]=1.C1(P(C2C=CC=CC=2)C2C=CC=CC=2)C=CC=CC=1.CC(OC(/N=N/C(OC(C)C)=O)=O)C>O1CCCC1>[F:1][C:2]1[CH:11]=[CH:10][C:5]([C:6]([O:8][CH3:9])=[O:7])=[C:4]([O:12][CH2:13][CH2:14][C:15]2[CH:20]=[CH:19][CH:18]=[CH:17][CH:16]=2)[CH:3]=1. Reported procedure: Methyl 4-fluoro-2-hydroxybenzoate (1.00 g) and phenethyl alcohol (0.64 mL) were added to triphenylphosphine (1.54 g) and diisopropylazodicarboxylate (1.04 mL) in tetrahydrofuran (20 mL) at 0° C., and the reaction was stirred at room temperature for 24 hours. The mixture was chromatographed on silica gel with 5% ethyl acetate/hexanes. The reactants are ClC=1C=2N(C=CC1)C(=C(N2)COC)I (8-chloro-3-iodo-2-(methoxymethyl)imidazo[1,2-a]pyridine), FC=1C=CC\2=C(OCC3=C(/C2=C(\C#N)/C)C=CC(=C3)C=O)C1 ((E)-2-(3-fluoro-8-formyldibenzo[b,e]oxepin-11(6H)-ylidene)propanenitrile). The product is ClC=1C=2N(C=CC1)C(=C(N2)COC)C(C2=CC1=C(/C(/C3=C(OC1)C=C(C=C3)F)=C(\C#N)/C)C=C2)O ((E)-2-(8-{[8-chloro-2-(methoxymethyl)imidazo[1,2-a]pyridin-3-yl](hydroxy)methyl}-3-fluorodibenzo[b,e]oxepin-11(6H)-ylidene)propanenitrile). Isolated yield 54.0%. RXN SMILES: [Cl:1][C:2]1[C:3]2[N:4]([C:8](I)=[C:9]([CH2:11][O:12][CH3:13])[N:10]=2)[CH:5]=[CH:6][CH:7]=1.[F:15][C:16]1[CH:17]=[CH:18][C:19]2=[C:20]([CH:36]=1)[O:21][CH2:22][C:23]1[CH:33]=[C:32]([CH:34]=[O:35])[CH:31]=[CH:30][C:24]=1/[C:25]/2=[C:26](/[CH3:29])\[C:27]#[N:28]>>[Cl:1][C:2]1[C:3]2[N:4]([C:8]([CH:34]([OH:35])[C:32]3[CH:31]=[CH:30][C:24]4/[C:25](=[C:26](/[CH3:29])\[C:27]#[N:28])/[C:19]5[CH:18]=[CH:17][C:16]([F:15])=[CH:36][C:20]=5[O:21][CH2:22][C:23]=4[CH:33]=3)=[C:9]([CH2:11][O:12][CH3:13])[N:10]=2)[CH:5]=[CH:6][CH:7]=1. Reported procedure: [step 4] Using 8-chloro-3-iodo-2-(methoxymethyl)imidazo[1,2-a]pyridine (500 mg, 1.55 mmol) obtained in step 3 and (E)-2-(3-fluoro-8-formyldibenzo[b,e]oxepin-11(6H)-ylidene)propanenitrile (227 mg, 0.775 mmol) obtained in Reference Example 5, and in the same manner as in Reference Example 8F, step 4, (E)-2-(8-{[8-chloro-2-(methoxymethyl)imidazo[1,2-a]pyridin-3-yl](hydroxy)methyl}-3-fluorodibenzo[b,e]oxepin-11(6H)-ylidene)propanenitrile (205 mg, 54%) was obtained. Reaction conditions: temperature 0 celsius, time 30 minute. The yield is 154.6%. RXN SMILES: [CH2:1]([N:7]1[CH2:12][CH:11]2[CH:9]([C:10]2([C:14]2[CH:19]=[CH:18][CH:17]=[C:16]([C:20]3[NH:21][CH:22]=[CH:23][N:24]=3)[CH:15]=2)[CH3:13])[C:8]1=O)[CH2:2][CH2:3][CH2:4][CH2:5][CH3:6].[H-].[Al+3].[Li+].[H-].[H-].[H-].[OH-].[Na+].C(OCC)(=O)C>O1CCCC1>[NH3:7].[CH2:1]([N:7]1[CH2:12][CH:11]2[CH:9]([C:10]2([C:14]2[CH:19]=[CH:18][CH:17]=[C:16]([C:20]3[NH:24][CH:23]=[CH:22][N:21]=3)[CH:15]=2)[CH3:13])[CH2:8]1)[CH2:2][CH2:3][CH2:4][CH2:5][CH3:6] |f:1.2.3.4.5.6,7.8|. Run in O1CCCC1 (tetrahydrofuran). The reactants are C(CCCCC)N1C(C2C(C2C1)(C)C1=CC(=CC=C1)C=1NC=CN1)=O (3-hexyl-6-[3-(1H-imidazol-2-yl)phenyl]-6-methyl-3-azabicyclo[3.1.0]hexan-2-one), [H-].[Al+3].[Li+].[H-].[H-].[H-] (lithium aluminium hydride), [OH-].[Na+] (sodium hydroxide), C(C)(=O)OCC (ethyl acetate). Product: N (ammonia), C(CCCCC)N1CC2C(C2C1)(C)C1=CC(=CC=C1)C=1NC=CN1 (3-Hexyl-6-[3-(1H-imidazol-2-yl)phenyl]-6-methyl-3-azabicyclo[3.1.0]hexane). Reported procedure: To a solution of 3-hexyl-6-[3-(1H-imidazol-2-yl)phenyl]-6-methyl-3-azabicyclo[3.1.0]hexan-2-one (Preparation 44, 190 mg, 0.56 mmol) in tetrahydrofuran (5 ml) at room temperature was added lithium aluminium hydride (1.1 ml, 1.12 mmol, 1.0 M in THF) dropwise over a few minutes. The mixture was heated under reflux for 1 hour and then cooled to 0° C. 2N sodium hydroxide (1.0 ml) was added cautiously followed by ethyl acetate (10 ml) and the mixture was stirred rapidly for 30 minutes, then filtered t... Starting materials: O=C([O-])[O-], CC(C)=O, [I-], [K+], [K+], [Na+], BrCCCOc1ccccc1, CN(C)C=O, CCCCCCCCCCCCCCCCCCOc1cc(O)cc(C(=O)OCc2ccccc2)c1. Product: CCCCCCCCCCCCCCCCCCOc1cc(OCCCOc2ccccc2)cc(C(=O)OCc2ccccc2)c1. RXN SMILES: [C:50](=[O:51])([O-:52])[O-:53].[CH3:56][C:57](=[O:58])[CH3:59].[I-:49].[K+:54].[K+:55].[Na+:48].[O:37]([c:38]1[cH:39][cH:40][cH:41][cH:42][cH:43]1)[CH2:44][CH2:45][CH2:46][Br:47].[O:60]=[CH:61][N:62]([CH3:63])[CH3:64].[c:1]1([CH2:7][O:8][C:9]([c:10]2[cH:11][c:12]([OH:35])[cH:13][c:14]([O:16][CH2:17][CH2:18][CH2:19][CH2:20][CH2:21][CH2:22][CH2:23][CH2:24][CH2:25][CH2:26][CH2:27][CH2:28][CH2:29][CH2:30][CH2:31][CH2:32][CH2:33][CH3:34])[cH:15]2)=[O:36])[cH:2][cH:3][cH:4][cH:5][cH:6]1>>[c:1]1([CH2:7][O:8][C:9]([c:10]2[cH:11][c:12]([O:35][CH2:46][CH2:45][CH2:44][O:37][c:38]3[cH:39][cH:40][cH:41][cH:42][cH:43]3)[cH:13][c:14]([O:16][CH2:17][CH2:18][CH2:19][CH2:20][CH2:21][CH2:22][CH2:23][CH2:24][CH2:25][CH2:26][CH2:27][CH2:28][CH2:29][CH2:30][CH2:31][CH2:32][CH2:33][CH3:34])[cH:15]2)=[O:36])[cH:2][cH:3][cH:4][cH:5][cH:6]1.